Task: describe an organic reaction: reactants, conditions, products, and yield. Dataset: the Open Reaction Database (ORD), a public repository of structured organic reaction records The reactants are N1C=CC2=NC=CC=C21 (1H-pyrrolo[3,2-b]pyridine), [H-].[Na+] (sodium hydride), C(C1=CC=CC=C1)Br (benzyl bromide). Solvent: CN(C)C=O (DMF). Reaction conditions: temperature 60 celsius. Product: C(C1=CC=CC=C1)N1C=CC2=NC=CC=C21 (1-Benzyl-1H-pyrrolo[3,2-b]pyridine). The yield is 61.2%. RXN SMILES: [NH:1]1[C:9]2[C:4](=[N:5][CH:6]=[CH:7][CH:8]=2)[CH:3]=[CH:2]1.[H-].[Na+].[CH2:12](Br)[C:13]1[CH:18]=[CH:17][CH:16]=[CH:15][CH:14]=1>CN(C=O)C>[CH2:12]([N:1]1[C:9]2[C:4](=[N:5][CH:6]=[CH:7][CH:8]=2)[CH:3]=[CH:2]1)[C:13]1[CH:18]=[CH:17][CH:16]=[CH:15][CH:14]=1 |f:1.2|. Reported procedure: A solution of 1H-pyrrolo[3,2-b]pyridine (1.30 g, 9.42 mmol) in DMF (15 ml) was treated with sodium hydride (60% in mineral oil, 434 mg, 11.3 mmol) at r.t. until effervescence ceased. After cooling to 0° C. benzyl bromide (1.68 ml, 14.1 mmol) was added and the reaction warmed at 60° C. overnight. The reaction mixture was partitioned between water and EtOAc (50 ml each) and extracted with EtOAc (50 ml). The combined organics were washed with brine (20 ml), dried (MgSO4), filtered and concentrated ... Starting materials: CCN(C(C)C)C(C)C, CC1CN(c2nc3cc(C(F)(F)F)cc(Cl)c3[nH]2)CCN1, FC(F)(F)c1cccnc1Cl, O. Product: CC1CN(c2nc3cc(C(F)(F)F)cc(Cl)c3[nH]2)CCN1c1ncccc1C(F)(F)F. As a reaction SMILES: [CH:33]([N:34]([CH2:35][CH3:36])[CH:37]([CH3:38])[CH3:39])([CH3:40])[CH3:41].[Cl:1][c:2]1[cH:3][c:4]([C:18]([F:19])([F:20])[F:21])[cH:5][c:6]2[c:7]1[nH:8][c:9]([N:11]1[CH2:12][CH:13]([CH3:17])[NH:14][CH2:15][CH2:16]1)[n:10]2.[Cl:22][c:23]1[n:24][cH:25][cH:26][cH:27][c:28]1[C:29]([F:30])([F:31])[F:32].[OH2:42]>>[Cl:1][c:2]1[cH:3][c:4]([C:18]([F:19])([F:20])[F:21])[cH:5][c:6]2[c:7]1[nH:8][c:9]([N:11]1[CH2:12][CH:13]([CH3:17])[N:14]([c:23]3[n:24][cH:25][cH:26][cH:27][c:28]3[C:29]([F:30])([F:31])[F:32])[CH2:15][CH2:16]1)[n:10]2.